From a dataset of the Open Reaction Database (ORD), a public repository of structured organic reaction records. describe an organic reaction: reactants, conditions, products, and yield Yields the product C(C)(C)(C)OC(=O)NCCCCCl (N-[(tert-butoxy)carbonyl]-4-chloro-butylamine). Reported procedure: This compound, employed as the starting material in example 2, is prepared by following substantially the same procedure described above under (a) but using 4-chloro-butylamine hydrochloride instead of 3-chloro-propylamine hydrochloride. The reactants are C(C)(C)(C)OC(=O)NCCCCl (N-[(tert-butoxy)carbonyl]-3-chloro-propylamine), Cl.ClCCCCN (4-chloro-butylamine hydrochloride). As a reaction SMILES: [C:1]([O:5][C:6]([NH:8][CH2:9][CH2:10][CH2:11]Cl)=[O:7])([CH3:4])([CH3:3])[CH3:2].Cl.[Cl:14][CH2:15]CCCN>>[C:1]([O:5][C:6]([NH:8][CH2:9][CH2:10][CH2:11][CH2:15][Cl:14])=[O:7])([CH3:2])([CH3:3])[CH3:4] |f:1.2|.